This data is from the Open Reaction Database (ORD), a public repository of structured organic reaction records. The task is: describe an organic reaction: reactants, conditions, products, and yield Reactants: C1CCOC1, CCO, Cc1ccc(S(=O)(=O)OCCOc2ccc([N+](=O)[O-])c(CS(=O)(=O)c3cccc4ccccc34)c2)cc1. Yields the product Cc1ccc(S(=O)(=O)OCCOc2ccc(N)c(CS(=O)(=O)c3cccc4ccccc34)c2)cc1. RXN SMILES: [CH2:41]1[O:42][CH2:43][CH2:44][CH2:45]1.[CH3:1][CH2:2][OH:3].[c:4]1([S:14](=[O:15])(=[O:16])[CH2:17][c:18]2[cH:19][c:20]([O:21][CH2:22][CH2:23][O:24][S:25](=[O:26])(=[O:27])[c:28]3[cH:29][cH:30][c:31]([CH3:34])[cH:32][cH:33]3)[cH:35][cH:36][c:37]2[N+:38]([O-:39])=[O:40])[cH:5][cH:6][cH:7][c:8]2[cH:9][cH:10][cH:11][cH:12][c:13]12>>[c:4]1([S:14](=[O:15])(=[O:16])[CH2:17][c:18]2[cH:19][c:20]([O:21][CH2:22][CH2:23][O:24][S:25](=[O:26])(=[O:27])[c:28]3[cH:29][cH:30][c:31]([CH3:34])[cH:32][cH:33]3)[cH:35][cH:36][c:37]2[NH2:38])[cH:5][cH:6][cH:7][c:8]2[cH:9][cH:10][cH:11][cH:12][c:13]12. Starting materials: ClC1=C2C=CC(=NC2=NC=C1)C1=NC=CC=C1Cl (5-chloro-2-(3-chloropyridin-2-yl)-[1,8]naphthyridine), NC1=NC=C(C=C1)C(F)(F)F (2-amino-5-trifluoromethylpyridine). Solvent: CCOC(=O)C (EtOAc). The product is ClC=1C(=NC=CC1)C1=CC=C2C(=CC=NC2=N1)NC1=NC=C(C=C1)C(F)(F)F (7-(3-Chloropyridin-2-yl)-N-(5-(trifluoromethyl)pyridin-2-yl)-[1,8]naphthyridin-4-amine). RXN SMILES: Cl[C:2]1[CH:11]=[CH:10][N:9]=[C:8]2[C:3]=1[CH:4]=[CH:5][C:6]([C:12]1[C:17]([Cl:18])=[CH:16][CH:15]=[CH:14][N:13]=1)=[N:7]2.[NH2:19][C:20]1[CH:25]=[CH:24][C:23]([C:26]([F:29])([F:28])[F:27])=[CH:22][N:21]=1>CCOC(C)=O>[Cl:18][C:17]1[C:12]([C:6]2[N:7]=[C:8]3[C:3]([C:2]([NH:19][C:20]4[CH:25]=[CH:24][C:23]([C:26]([F:28])([F:27])[F:29])=[CH:22][N:21]=4)=[CH:11][CH:10]=[N:9]3)=[CH:4][CH:5]=2)=[N:13][CH:14]=[CH:15][CH:16]=1. Procedure: Heat a mixture of 5-chloro-2-(3-chloropyridin-2-yl)-[1,8]naphthyridine (82.5 mg, 0.3 mmol) and 2-amino-5-trifluoromethylpyridine (97.2 mg, 0.6 mmol) at 180° C. for 2.0 hours. Cool the mixture, dilute with EtOAc/1.0 N aq. NaOH (5.0 mL each), and separate the organic layer, extract the aq. layer with EtOAc (2×5 mL) and dry the combined organic layers with MgSO4. Filter the dried extract and concentrate under vacuum to afford crude product. Purify by column chromatography using EtOAc to 2% MeOH/EtO...